Dataset: the Open Reaction Database (ORD), a public repository of structured organic reaction records. Task: describe an organic reaction: reactants, conditions, products, and yield Starting materials: C(C)(=O)NC1=C(N(C2=CC(=CC=C12)Cl)C(=O)OCC)C(C1=CC(=CC=C1)Cl)=O (3-acetylamino-6-chloro-2-(3-chlorobenzoyl)-1-(ethoxycarbonyl)indole), C(C)(=O)OCC (ethyl acetate). Product: C(C)(=O)N(C)C1=C(NC2=CC(=CC=C12)Cl)C(C1=CC(=CC=C1)Cl)=O (3-(N-Acetyl-n-methylamino)-6-chloro-2-(3-chlorobenzoyl)indole). RXN SMILES: [C:1]([NH:4][C:5]1[C:13]2[C:8](=[CH:9][C:10]([Cl:14])=[CH:11][CH:12]=2)[N:7](C(OCC)=O)[C:6]=1[C:20](=[O:28])[C:21]1[CH:26]=[CH:25][CH:24]=[C:23]([Cl:27])[CH:22]=1)(=O)C.[C:29](OCC)(=[O:31])[CH3:30]>>[C:29]([N:4]([C:5]1[C:13]2[C:8](=[CH:9][C:10]([Cl:14])=[CH:11][CH:12]=2)[NH:7][C:6]=1[C:20](=[O:28])[C:21]1[CH:26]=[CH:25][CH:24]=[C:23]([Cl:27])[CH:22]=1)[CH3:1])(=[O:31])[CH3:30]. Procedure details: The title compound was prepared from 3-acetylamino-6-chloro-2-(3-chlorobenzoyl)-1-(ethoxycarbonyl)indole (Example 31, step 1) according to the procedure described in Example 146. m.p.: 202-203° C. (ethyl acetate) Reactants: CCN=C=NCCCN(C)C, CC#N, Cl, O=C(O)c1ccc(F)c2ccccc12, NC(Cc1ccc(C(F)(F)F)cc1)C(O)c1ccc(F)cc1F, O, On1nnc2ccccc21. As a reaction SMILES: [CH2:39]([N:40]=[C:41]=[N:42][CH2:43][CH2:44][CH2:45][N:46]([CH3:47])[CH3:48])[CH3:49].[CH3:60][C:61]#[N:62].[ClH:38].[F:24][c:25]1[cH:26][cH:27][c:28]([C:35](=[O:36])[OH:37])[c:29]2[cH:30][cH:31][cH:32][cH:33][c:34]12.[NH2:1][CH:2]([CH:3]([OH:4])[c:5]1[c:6]([F:12])[cH:7][c:8]([F:11])[cH:9][cH:10]1)[CH2:13][c:14]1[cH:15][cH:16][c:17]([C:20]([F:21])([F:22])[F:23])[cH:18][cH:19]1.[OH2:63].[OH:50][n:51]1[c:52]2[cH:53][cH:54][cH:55][cH:56][c:57]2[n:58][n:59]1>>[NH:1]([CH:2]([CH:3]([OH:4])[c:5]1[c:6]([F:12])[cH:7][c:8]([F:11])[cH:9][cH:10]1)[CH2:13][c:14]1[cH:15][cH:16][c:17]([C:20]([F:21])([F:22])[F:23])[cH:18][cH:19]1)[C:35]([c:28]1[cH:27][cH:26][c:25]([F:24])[c:34]2[c:29]1[cH:30][cH:31][cH:32][cH:33]2)=[O:36]. Yields the product O=C(NC(Cc1ccc(C(F)(F)F)cc1)C(O)c1ccc(F)cc1F)c1ccc(F)c2ccccc12. Starting materials: N1N=CN=C1 (1,2,4-triazole), ClC=1N=C(C2=C(N1)SC(=C2Cl)C)NCC2=CC(=C(C=C2)Cl)Cl (2,5-dichloro-6-methyl-4-(3,4-dichlorobenzylamino)-thieno-[2,3-d]-pyrimidine). Yields the product N1(N=CN=C1)C=1N=C(C2=C(N1)SC(=C2Cl)C)NCC2=CC(=C(C=C2)Cl)Cl (2-(1,2,4-triazol-1-yl)-5-chloro-6-methyl-4-(3,4-dichlorobenzylamino)-thieno-[2,3-d]-pyrimidine). RXN SMILES: [NH:1]1[CH:5]=[N:4][CH:3]=[N:2]1.Cl[C:7]1[N:8]=[C:9]([NH:18][CH2:19][C:20]2[CH:25]=[CH:24][C:23]([Cl:26])=[C:22]([Cl:27])[CH:21]=2)[C:10]2[C:15]([Cl:16])=[C:14]([CH3:17])[S:13][C:11]=2[N:12]=1>>[N:1]1([C:7]2[N:8]=[C:9]([NH:18][CH2:19][C:20]3[CH:25]=[CH:24][C:23]([Cl:26])=[C:22]([Cl:27])[CH:21]=3)[C:10]3[C:15]([Cl:16])=[C:14]([CH3:17])[S:13][C:11]=3[N:12]=2)[CH:5]=[N:4][CH:3]=[N:2]1. Reported procedure: Following the procedure of Example 97, the reaction of 1,2,4-triazole with 2,5-dichloro-6-methyl-4-(3,4-dichlorobenzylamino)-thieno-[2,3-d]-pyrimidine gives 2-(1,2,4-triazol-1-yl)-5-chloro-6-methyl-4-(3,4-dichlorobenzylamino)-thieno-[2,3-d]-pyrimidine. Starting materials: C(C)(C)(C)OC(=O)N1CCC(=CC1)C=1NC(=C(N1)Cl)C1=CC=C(C=C1)C(F)(F)F (4-[4-Chloro-5-(4-trifluoromethyl-phenyl)-1H-imidazol-2-yl]-3,6-dihydro-2H-pyridine-1-carboxylic acid tert-butyl ester), C(=O)(C(F)(F)F)O (TFA). The product is ClC=1N=C(NC1C1=CC=C(C=C1)C(F)(F)F)C1=CCN(CC1)C1=NC=CC=C1C(F)(F)F (2-(4-(4-Chloro-5-(4-(trifluoromethyl)phenyl)-1H-imidazol-2-yl)-5,6-dihydropyridin-1(2H)-yl)-3-(trifluoromethyl)pyridine). Reaction SMILES: C(O[C:6]([N:8]1[CH2:13][CH:12]=[C:11]([C:14]2[NH:15][C:16]([C:20]3[CH:25]=[CH:24][C:23]([C:26]([F:29])([F:28])[F:27])=[CH:22][CH:21]=3)=[C:17]([Cl:19])[N:18]=2)[CH2:10][CH2:9]1)=O)(C)(C)C.[C:30](O)([C:32]([F:35])([F:34])[F:33])=O>>[Cl:19][C:17]1[N:18]=[C:14]([C:11]2[CH2:10][CH2:9][N:8]([C:6]3[C:30]([C:32]([F:35])([F:34])[F:33])=[CH:11][CH:10]=[CH:9][N:8]=3)[CH2:13][CH:12]=2)[NH:15][C:16]=1[C:20]1[CH:25]=[CH:24][C:23]([C:26]([F:27])([F:28])[F:29])=[CH:22][CH:21]=1. Procedure details: 4-[4-Chloro-5-(4-trifluoromethyl-phenyl)-1H-imidazol-2-yl]-3,6-dihydro-2H-pyridine-1-carboxylic acid tert-butyl ester from step (a) above (540 mg, 1.26 mmol) reacted with TFA under the conditions of Example 22(c) to give the title compound as a light-brown oil, which was used directly in the next step without additional purification. MS (ESI, positive ion) m/z: 328 (M+1). Reactants: CC(C)(C)[O-], COc1cccc2c(CCl)coc12, Cl, [K+], CN(C)C=O, O, OCCC(c1ccccc1)c1ccccc1. Product: COc1cccc2c(COCCC(c3ccccc3)c3ccccc3)coc12. Reaction SMILES: [CH3:17][C:18]([CH3:19])([O-:20])[CH3:21].[Cl:23][CH2:24][c:25]1[cH:26][o:27][c:28]2[c:29]1[cH:30][cH:31][cH:32][c:33]2[O:34][CH3:35].[ClH:36].[K+:22].[O:37]=[CH:38][N:39]([CH3:40])[CH3:41].[OH2:42].[c:1]1([CH:7]([CH2:8][CH2:9][OH:10])[c:11]2[cH:12][cH:13][cH:14][cH:15][cH:16]2)[cH:2][cH:3][cH:4][cH:5][cH:6]1>>[c:1]1([CH:7]([CH2:8][CH2:9][O:10][CH2:24][c:25]2[cH:26][o:27][c:28]3[c:29]2[cH:30][cH:31][cH:32][c:33]3[O:34][CH3:35])[c:11]2[cH:12][cH:13][cH:14][cH:15][cH:16]2)[cH:2][cH:3][cH:4][cH:5][cH:6]1. Reactants: CC(=O)OC(C)=O, NCC1CCCc2cc(NS(=O)(=O)c3cccc(F)c3)ccc21, O, c1ccncc1. Product: CC(=O)NCC1CCCc2cc(NS(=O)(=O)c3cccc(F)c3)ccc21. RXN SMILES: [CH3:24][C:25](=[O:26])[O:27][C:28](=[O:29])[CH3:30].[NH2:1][CH2:2][CH:3]1[c:4]2[cH:5][cH:6][c:7]([NH:13][S:14](=[O:15])(=[O:16])[c:17]3[cH:18][c:19]([F:23])[cH:20][cH:21][cH:22]3)[cH:8][c:9]2[CH2:10][CH2:11][CH2:12]1.[OH2:37].[cH:31]1[cH:32][cH:33][n:34][cH:35][cH:36]1>>[NH:1]([CH2:2][CH:3]1[c:4]2[cH:5][cH:6][c:7]([NH:13][S:14](=[O:15])(=[O:16])[c:17]3[cH:18][c:19]([F:23])[cH:20][cH:21][cH:22]3)[cH:8][c:9]2[CH2:10][CH2:11][CH2:12]1)[C:25]([CH3:24])=[O:26]. Starting materials: C(C)(C)(C)OC(=O)N1CCN(CC1)C1=CC=C(C=C1)C=1C(=NON1)N[C@@H](CC(C)C)C(=O)OC (methyl N-(4-{4-[4-(tert-butoxycarbonyl)piperazin-1-yl]phenyl}-1,2,5-oxadiazol-3-yl)leucinate), [Li+].[OH-] (LiOH), Cl (HCl), [Li+].[OH-] (LiOH). The product is C(C)(C)(C)OC(=O)N1CCN(CC1)C1=CC=C(C=C1)C=1C(=NON1)N[C@@H](CC(C)C)C(=O)O (N-(4-{4-[4-(tert-butoxycarbonyl)piperazin-1-yl]phenyl}-1,2,5-oxadiazol-3-yl)leucine). The solvent is CO (MeOH), [Cl-].[Na+].O (brine). Reaction SMILES: [C:1]([O:5][C:6]([N:8]1[CH2:13][CH2:12][N:11]([C:14]2[CH:19]=[CH:18][C:17]([C:20]3[C:21]([NH:25][C@H:26]([C:31]([O:33]C)=[O:32])[CH2:27][CH:28]([CH3:30])[CH3:29])=[N:22][O:23][N:24]=3)=[CH:16][CH:15]=2)[CH2:10][CH2:9]1)=[O:7])([CH3:4])([CH3:3])[CH3:2].[Li+].[OH-].Cl>CO.[Cl-].[Na+].O>[C:1]([O:5][C:6]([N:8]1[CH2:13][CH2:12][N:11]([C:14]2[CH:15]=[CH:16][C:17]([C:20]3[C:21]([NH:25][C@H:26]([C:31]([OH:33])=[O:32])[CH2:27][CH:28]([CH3:29])[CH3:30])=[N:22][O:23][N:24]=3)=[CH:18][CH:19]=2)[CH2:10][CH2:9]1)=[O:7])([CH3:2])([CH3:4])[CH3:3] |f:1.2,5.6.7|. Run at time 2 hour. Reported procedure: To methyl N-(4-{4-[4-(tert-butoxycarbonyl)piperazin-1-yl]phenyl}-1,2,5-oxadiazol-3-yl)leucinate (375 mg, 0.793 mmol) in MeOH (20 mL) was added an aqueous solution of LiOH (2.0 M, 2.0 mL, 4.0 mmol) and the reaction mixture was stirred for 2 hours. An additional aliquot of aqueous LiOH (2.0 M, 2.0 mL, 4.0 mmol) was added and the reaction mixture was stirred for 1 hour. The reaction was acidified (pH=4–5) with aqueous 10% HCl, brine was added and the product extracted with EtOAc (3×), dried over Na... The reactants are OC1=C(C=C(C=C1)C(C)=O)N1N=C2C(=N1)C=CC=C2 (2(2-hydroxy-5-acetylphenyl)2H-benzotriazole), C(C)(=O)OC(C)=O.N1=CC=CC=C1 (acetic anhydride pyridine). Yields the product C(C)(=O)OC1=C(C=C(C=C1)C(C)=O)N1N=C2C(=N1)C=CC=C2 (2(2-acetoxy-5-acetylphenyl)2H-benzotriazole). As a reaction SMILES: [OH:1][C:2]1[CH:7]=[CH:6][C:5]([C:8](=[O:10])[CH3:9])=[CH:4][C:3]=1[N:11]1[N:15]=[C:14]2[CH:16]=[CH:17][CH:18]=[CH:19][C:13]2=[N:12]1.[C:20](OC(=O)C)(=[O:22])[CH3:21].N1C=CC=CC=1>>[C:20]([O:1][C:2]1[CH:7]=[CH:6][C:5]([C:8](=[O:10])[CH3:9])=[CH:4][C:3]=1[N:11]1[N:15]=[C:14]2[CH:16]=[CH:17][CH:18]=[CH:19][C:13]2=[N:12]1)(=[O:22])[CH3:21] |f:1.2|. Reported procedure: The crude reaction product 2(2-hydroxy-5-acetylphenyl)2H-benzotriazole (2H5A) is then o-acetylated with an acetic anhydride/pyridine mixture, and after reflux, 2(2-acetoxy-5-acetylphenyl)2H-benzotriazole (2A5A) was produced. The 2(2-acetoxy-5-acetylphenyl)2H-benzotriazole (2A5A) is a key intermediate in the process, and in purified form served as the starting material for the two carbinols.